From a dataset of the Open Reaction Database (ORD), a public repository of structured organic reaction records. describe an organic reaction: reactants, conditions, products, and yield Reactants: C1=CC=C2C(=C1)C(=O)C(C2=O)(O)O (ninhydrin), O=S(Cl)Cl (SOCl2), raw material, [OH-].[Na+] (NaOH), N[C@@H](CC1=CNC2=CC=CC=C12)C(=O)O (L-tryptophan). Solvent: CO (methanol), C(C)O (ethanol). Reaction conditions: temperature 66 celsius, time 1 hour. The product is Cl.COC([C@@H](N)CC1=CNC2=CC=CC=C12)=O (L-tryptophan methyl ester hydrochloride). Yield: 100.0%. Reaction SMILES: O=S(Cl)[Cl:3].[OH-].[Na+].[NH2:7][C@H:8]([C:19]([OH:21])=[O:20])[CH2:9][C:10]1[C:18]2[C:13](=[CH:14][CH:15]=[CH:16][CH:17]=2)[NH:12][CH:11]=1.[CH:22]1C=C2C(C(O)(O)C(=O)C2=CC=1)=O>C(O)C.CO>[ClH:3].[CH3:22][O:20][C:19](=[O:21])[C@H:8]([CH2:9][C:10]1[C:18]2[C:13](=[CH:14][CH:15]=[CH:16][CH:17]=2)[NH:12][CH:11]=1)[NH2:7] |f:1.2,7.8|. Procedure: Under ice bath, 100 ml round-bottom flask was added with 60 ml of methanol, and then slowly added with 4 ml of SOCl2 through constant pressure dropping funnel (with a drying tube on the top), and NaOH solution was used to absorb exhaust. After stirring for 1 h, 8 mmol of L-tryptophan (3d) was added and stirred at room temperature for 30 min, and then refluxed at 66° C. for 6 h. The reaction was tracked by TLC until the raw material disappears, with a solution of 2% ninhydrin in ethanol as chromo... Reactants: [NH4+].[Cl-] (NH4Cl), C(C1=CC=CC=C1)N1CC(C(CC1)C(=O)OC)C1=CC(=CC=C1)Br (methyl 1-benzyl-3-(3-bromophenyl)piperidine-4-carboxylate), polyphosphoric acid. Solvent: O (H2O). Reaction conditions: temperature 180 celsius. The product is C(C1=CC=CC=C1)N1CC[C@H]2C(C3=CC=C(C=C3[C@H]2C1)Br)=O (cis-3-Benzyl-6-bromo-1,2,3,4,4a,9a-hexahydro-3-aza-fluoren-9-one). Isolated yield 18.9%. As a reaction SMILES: [CH2:1]([N:8]1[CH2:13][CH2:12][CH:11]([C:14]([O:16]C)=O)[CH:10]([C:18]2[CH:23]=[CH:22][CH:21]=[C:20]([Br:24])[CH:19]=2)[CH2:9]1)[C:2]1[CH:7]=[CH:6][CH:5]=[CH:4][CH:3]=1.[NH4+].[Cl-]>O>[CH2:1]([N:8]1[CH2:9][C@H:10]2[C@H:11]([C:14](=[O:16])[C:23]3[C:18]2=[CH:19][C:20]([Br:24])=[CH:21][CH:22]=3)[CH2:12][CH2:13]1)[C:2]1[CH:7]=[CH:6][CH:5]=[CH:4][CH:3]=1 |f:1.2|. Procedure details: A mixture of methyl 1-benzyl-3-(3-bromophenyl)piperidine-4-carboxylate (3.7 g, 9.5 mmol) and polyphosphoric acid (37 g) was heated at 180° C. for 3 h then cooled to 0.20° C. To the reaction mixture H2O and saturated NH4Cl aqueous solution were added, successively then extracted with CH2Cl2. The combined organic solution was dried over MgSO4, filtered and concentrated in vacuo. The residue was chromatographed in silica gel column (Hex/EtOAc 9/1) to obtain the title compound (631 mg, 1.8 mmol) MS ... The reactants are [H-].[Na+] (sodium hydride), S(=O)(=O)(C1=CC=C(C)C=C1)Cl (tosylchloride), FC(C(O)C=1NC=CC1)(C(C(F)(F)F)(F)F)F (2-(2',2',3',3',4',4',4'-heptafluoro-1'-hydroxybutyl)pyrrole). Run in C1CCOC1 (THF), C1CCOC1 (THF), C1CCOC1 (THF). Conditions: time 2 hour. Yields the product FC(C(S(=O)(=O)C1=CC=C(C)C=C1)C=1NC=CC1)(C(C(F)(F)F)(F)F)F (2-(2',2',3',3',4',4',4'-heptafluoro-1'-tosylbutyl)pyrrole). Reaction SMILES: [F:1][C:2]([F:17])([C:10]([F:16])([F:15])[C:11]([F:14])([F:13])[F:12])[CH:3]([C:5]1[NH:6][CH:7]=[CH:8][CH:9]=1)O.[H-].[Na+].[S:20](Cl)([C:23]1[CH:29]=[CH:28][C:26]([CH3:27])=[CH:25][CH:24]=1)(=[O:22])=[O:21]>C1COCC1>[F:1][C:2]([F:17])([C:10]([F:16])([F:15])[C:11]([F:14])([F:13])[F:12])[CH:3]([C:5]1[NH:6][CH:7]=[CH:8][CH:9]=1)[S:20]([C:23]1[CH:29]=[CH:28][C:26]([CH3:27])=[CH:25][CH:24]=1)(=[O:22])=[O:21] |f:1.2|. Reported procedure: A solution of 2-(2',2',3',3',4',4',4'-heptafluoro-1'-hydroxybutyl)pyrrole (2.6514 g, 10 mmol) dissolved in 25 ml of dry THF is transferred by canula to a suspension of sodium hydride (0.2640 g, 11 mmol) in 50 ml of THF. The mixture is stirred for 2 hours at room temperature. A solution of tosylchloride (11 mmol) in 10 ml of THF is added dropwise and the solution stirred overnight. The resulting suspension is evaporated almost to dryness and 50 ml of water is added. The mixture was extracted 3×50... Starting materials: Cl.Cl.NCCN1CCC(CC1)(C(=O)O)CC1=CC=CC=C1 (1-(2-Amino-ethyl)-4-benzyl-piperidine-4-carboxylic acid dihydrochloride), CC1=NC2=CC=CC=C2C(=C1)NC(=O)NC1=CC(=NC2=CC=CC=C12)C (1,3-bis-(2-methyl-quinolin-4-yl)-urea), TEA. Solvent: C1CCOC1 (THF). Yields the product C(C1=CC=CC=C1)C1(CCN(CC1)CCNC(=O)NC1=CC(=NC2=CC=CC=C12)C)C(=O)O (4-Benzyl-1-{2-[3-(2-methyl-quinolin-4-yl)-ureido]-ethyl}-piperidine-4-carboxylic acid). RXN SMILES: Cl.Cl.[NH2:3][CH2:4][CH2:5][N:6]1[CH2:11][CH2:10][C:9]([CH2:15][C:16]2[CH:21]=[CH:20][CH:19]=[CH:18][CH:17]=2)([C:12]([OH:14])=[O:13])[CH2:8][CH2:7]1.[CH3:22][C:23]1[CH:32]=[C:31]([NH:33][C:34](NC2C3C(=CC=CC=3)N=C(C)C=2)=[O:35])[C:30]2[C:25](=[CH:26][CH:27]=[CH:28][CH:29]=2)[N:24]=1>C1COCC1>[CH2:15]([C:9]1([C:12]([OH:14])=[O:13])[CH2:10][CH2:11][N:6]([CH2:5][CH2:4][NH:3][C:34]([NH:33][C:31]2[C:30]3[C:25](=[CH:26][CH:27]=[CH:28][CH:29]=3)[N:24]=[C:23]([CH3:22])[CH:32]=2)=[O:35])[CH2:7][CH2:8]1)[C:16]1[CH:17]=[CH:18][CH:19]=[CH:20][CH:21]=1 |f:0.1.2|. Procedure details: 1-(2-Amino-ethyl)-4-benzyl-piperidine-4-carboxylic acid dihydrochloride (3.35 g, 10 mmol), 1,3-bis-(2-methyl-quinolin-4-yl)-urea (3.43 g, 10 mmol) and TEA (5 mL, 36 mmol) are suspended in THF (50 mL) and heated at reflux for 48 h. The solvent is evaporated and the residue purified by HPLC to provide the title compound. Starting materials: COC(=O)COCCN1CCN(CC1)C(=O)OC(C)(C)C (tert-butyl 4-(2-methoxycarbonylmethoxyethyl)piperazine-1-carboxylate), solution, Cl (hydrochloric acid), solution, Cl (hydrochloric acid), O (water). Solvent: C(C)(=O)OCC (ethyl acetate), C(C)(=O)OCC (ethyl acetate), C(C)(=O)OCC (ethyl acetate). Run at time 30 minute. Product: Cl.Cl.N1(CCNCC1)CCOCC(=O)OC (methyl 2-(1-piperazinyl)ethoxyacetate dihydrochloride). Yield: 92.0%. Reaction SMILES: [CH3:1][O:2][C:3]([CH2:5][O:6][CH2:7][CH2:8][N:9]1[CH2:14][CH2:13][N:12](C(OC(C)(C)C)=O)[CH2:11][CH2:10]1)=[O:4].O.[ClH:23]>C(OCC)(=O)C>[ClH:23].[ClH:23].[N:9]1([CH2:8][CH2:7][O:6][CH2:5][C:3]([O:2][CH3:1])=[O:4])[CH2:10][CH2:11][NH:12][CH2:13][CH2:14]1 |f:4.5.6|. Procedure: 2 g (0.0066 mol) of tert-butyl 4-(2-methoxycarbonylmethoxyethyl)piperazine-1-carboxylate prepared in Example I.4.3. are dissolved in 5 ml of ethyl acetate in a 50 ml three-necked round-bottomed flask fitted with a water-cooled condenser and a mechanical stirrer. 20 ml of a 3M solution of hydrochloric acid in ethyl acetate are added in a single portion with stirring. The mixture is stirred at room temperature for 30 minutes. 5 ml of a 3M solution of hydrochloric acid in ethyl acetate are then add... Starting materials: [BH3-]C#N, O=C(CCNC(=O)OCc1ccccc1)NCC1CCCNC1, CO, CCOC(C)=O, O=CC1CCCCC1, [Cl-], [Cl-], [Na+], [Zn+2]. Yields the product O=C(CCNC(=O)OCc1ccccc1)NCC1CCCN(CC2CCCCC2)C1. Reaction SMILES: [C:24]([BH3-:25])#[N:26].[CH2:1]([c:2]1[cH:3][cH:4][cH:5][cH:6][cH:7]1)[O:8][C:9](=[O:10])[NH:11][CH2:12][CH2:13][C:14](=[O:15])[NH:16][CH2:17][CH:18]1[CH2:19][NH:20][CH2:21][CH2:22][CH2:23]1.[CH3:36][OH:37].[CH3:38][CH2:39][O:40][C:41](=[O:42])[CH3:43].[CH:28]1([CH:34]=[O:35])[CH2:29][CH2:30][CH2:31][CH2:32][CH2:33]1.[Cl-:44].[Cl-:46].[Na+:27].[Zn+2:45]>>[CH2:1]([c:2]1[cH:3][cH:4][cH:5][cH:6][cH:7]1)[O:8][C:9](=[O:10])[NH:11][CH2:12][CH2:13][C:14](=[O:15])[NH:16][CH2:17][CH:18]1[CH2:19][N:20]([CH2:34][CH:28]2[CH2:29][CH2:30][CH2:31][CH2:32][CH2:33]2)[CH2:21][CH2:22][CH2:23]1. Starting materials: S (hydrogen sulfide), C(C)(CC)NC1=NC(=NC(=C1C1=C(C=CC=C1F)Cl)Cl)C#N (4-sec-butylamino-6-chloro-5-(2-chloro-6-fluorophenyl)pyrimidine-2-carbonitrile), C(C)(=O)O (acetic acid), O (water). Solvent: C(C)N(CC)CC (triethylamine), CN1C(CCC1)=O (N-methylpyrrolidone). Product: C(C)(CC)NC1=NC(=NC(=C1C1=C(C=CC=C1F)Cl)Cl)C(N)=S (4-sec-butylamino-6-chloro-5-(2-chloro-6-fluorophenyl)-pyrimidine-2-thiocarbamide). As a reaction SMILES: [SH2:1].[CH:2]([NH:6][C:7]1[C:12]([C:13]2[C:18]([F:19])=[CH:17][CH:16]=[CH:15][C:14]=2[Cl:20])=[C:11]([Cl:21])[N:10]=[C:9]([C:22]#[N:23])[N:8]=1)([CH2:4][CH3:5])[CH3:3].O.C(O)(=O)C>C(N(CC)CC)C.CN1CCCC1=O>[CH:2]([NH:6][C:7]1[C:12]([C:13]2[C:18]([F:19])=[CH:17][CH:16]=[CH:15][C:14]=2[Cl:20])=[C:11]([Cl:21])[N:10]=[C:9]([C:22](=[S:1])[NH2:23])[N:8]=1)([CH2:4][CH3:5])[CH3:3]. Procedure details: At room temperature, hydrogen sulfide was introduced for 5 minutes into a solution of 1.0 g (2.9 mmol) of 4-sec-butylamino-6-chloro-5-(2-chloro-6-fluorophenyl)pyrimidine-2-carbonitrile in 0.36 g of triethylamine and 12 ml of N-methylpyrrolidone. After the reaction had ended, 20 ml of water were added, the mixture was neutralized with acetic acid and extracted with methyl tert-butyl ether and the organic phase was washed with water, dried over magnesium sulfate and concentrated. Reactants: O=C([O-])[O-], O=C(CCl)N1CCN(c2ccc(F)cc2)CC1, [K+], [K+], O=[N+]([O-])c1ccc2[nH]ncc2c1, CN(C)C=O. The product is O=C(Cn1ncc2cc([N+](=O)[O-])ccc21)N1CCN(c2ccc(F)cc2)CC1. As a reaction SMILES: [C:18](=[O:19])([O-:20])[O-:21].[Cl:1][CH2:2][C:3](=[O:4])[N:5]1[CH2:6][CH2:7][N:8]([c:11]2[cH:12][cH:13][c:14]([F:17])[cH:15][cH:16]2)[CH2:9][CH2:10]1.[K+:22].[K+:23].[N+:24](=[O:25])([O-:26])[c:27]1[cH:28][c:29]2[cH:30][n:31][nH:32][c:33]2[cH:34][cH:35]1.[O:36]=[CH:37][N:38]([CH3:39])[CH3:40]>>[CH2:2]([C:3](=[O:4])[N:5]1[CH2:6][CH2:7][N:8]([c:11]2[cH:12][cH:13][c:14]([F:17])[cH:15][cH:16]2)[CH2:9][CH2:10]1)[n:32]1[n:31][cH:30][c:29]2[cH:28][c:27]([N+:24](=[O:25])[O-:26])[cH:35][cH:34][c:33]21.